From a dataset of the Open Reaction Database (ORD), a public repository of structured organic reaction records. describe an organic reaction: reactants, conditions, products, and yield Reactants: [Br-], O=C1CCC2(CC1)OCCO2, CCOCC, Fc1ccc([Mg+])cc1. Product: OC1(c2ccc(F)cc2)CCC2(CC1)OCCO2. As a reaction SMILES: [Br-:12].[CH2:1]1[CH2:2][O:3][C:4]2([CH2:5][CH2:6][C:7](=[O:10])[CH2:8][CH2:9]2)[O:11]1.[CH2:21]([O:22][CH2:23][CH3:24])[CH3:25].[F:13][c:14]1[cH:15][cH:16][c:17]([Mg+:20])[cH:18][cH:19]1>>[CH2:1]1[CH2:2][O:3][C:4]2([CH2:5][CH2:6][C:7]([OH:10])([c:17]3[cH:16][cH:15][c:14]([F:13])[cH:19][cH:18]3)[CH2:8][CH2:9]2)[O:11]1. Starting materials: [NH4+].[Cl-] (NH4Cl), Cl (HCl), C(C1=CC=CC=C1)N1C(=CC=2C1=NC=CC2OC)C (1-Benzyl-4-methoxy-2-methyl-1H-pyrrolo[2,3-b]pyridine). The solvent is CN(C)C=O (DMF). Conditions: temperature 80 celsius, time 45 minute. Yields the product C(C1=CC=CC=C1)N1C(=CC2=C1N=CC=C2O)C (1-Benzyl-2-methyl-1H-pyrrolo[2,3-b]pyridin-4-ol). RXN SMILES: [CH2:1]([N:8]1[C:12]2=[N:13][CH:14]=[CH:15][C:16]([O:17]C)=[C:11]2[CH:10]=[C:9]1[CH3:19])[C:2]1[CH:7]=[CH:6][CH:5]=[CH:4][CH:3]=1.[NH4+].[Cl-].Cl>CN(C=O)C>[CH2:1]([N:8]1[C:12]2[N:13]=[CH:14][CH:15]=[C:16]([OH:17])[C:11]=2[CH:10]=[C:9]1[CH3:19])[C:2]1[CH:3]=[CH:4][CH:5]=[CH:6][CH:7]=1 |f:1.2|. Procedure: To a solution of compound 1-benzyl-4-methoxy-2-methyl-1H-pyrrolo[2,3-b]pyridine 6 (0.45 g, 1.78 mmol) in anhydrous DMF (10 mL) was added NaSMe (0.37 g, 5.35 mmol) under N2. The reaction mixture was stirred at 80° C. for 45 min. After cooling, the mixture was poured into a saturated solution of NH4Cl (20 mL), and 1 N HCl (3-4 mL) was added until pH 4-5. The resultant mixture was extracted with EtOAc (5×30 mL), the combined organic extracts were washed with H2O (2×10 mL) and dried (Na2SO4). The so... As a reaction SMILES: [Cl:1][C:2]1[CH:3]=[C:4]([CH:7]=[CH:8][C:9]=1[Cl:10])[CH:5]=O.[N+:11]([O-:14])([OH:13])=[O:12].[NH2:15][NH:16][C:17]([NH:19][NH2:20])=[NH:18].[N+]([O-])(O)=O>C(O)C.O>[N+:11]([O-:14])([OH:13])=[O:12].[Cl:1][C:2]1[CH:3]=[C:4]([CH:7]=[CH:8][C:9]=1[Cl:10])[CH:5]=[N:15][NH:16][C:17]([NH:19][N:20]=[CH:5][C:4]1[CH:7]=[CH:8][C:9]([Cl:10])=[C:2]([Cl:1])[CH:3]=1)=[NH:18] |f:1.2,6.7|. The reactants are ClC=1C=C(C=O)C=CC1Cl (3,4-dichlorobenzaldehyde), [N+](=O)(O)[O-].NNC(=N)NN (1,3-diaminoguanidine nitrate), [N+](=O)(O)[O-] (nitric acid). Reported procedure: A boiling solution of 17.6 grams of 3,4-dichlorobenzaldehyde in 250 milliliters of ethanol is stirred vigorously as a solution of 6.1 grams of 1,3-diaminoguanidine nitrate and 0.5 milliliters of concentrated nitric acid in 50 milliliters of water is added in one portion. The reaction mixture is stirred as the temperature recedes to room temperature. The reaction mixture is then allowed to stand for several hours. The precipitate which forms is collected, washed with hot ethanol, air dried and fi... Product: [N+](=O)(O)[O-].ClC=1C=C(C=NNC(=N)NN=CC2=CC(=C(C=C2)Cl)Cl)C=CC1Cl (1,3-Bis(3,4-dichlorobenzylideneamino)guanidine Nitrate). Solvent: C(C)O (ethanol), O (water). Reactants: BrC=1C=CC(N(C1)CCO)=O (5-Bromo-1-(2-hydroxyethyl)pyridin-2(1H)-one), O1CCOCC1 (1,4-dioxane), FC=1C=C(C=CC1)B(O)O (3-fluorophenylboronic acid), C([O-])([O-])=O.[Na+].[Na+] (sodium carbonate). The reagents and catalysts are [Pd] (palladium). Run in O (water). Conditions: temperature 120 celsius, time 5 minute. Yields the product FC=1C=C(C=CC1)C=1C=CC(N(C1)CCO)=O (5-(3-Fluorophenyl)-1-(2-hydroxyethyl)pyridin-2(1H)-one). As a reaction SMILES: Br[C:2]1[CH:3]=[CH:4][C:5](=[O:11])[N:6]([CH2:8][CH2:9][OH:10])[CH:7]=1.[F:12][C:13]1[CH:14]=[C:15](B(O)O)[CH:16]=[CH:17][CH:18]=1.C(=O)([O-])[O-].[Na+].[Na+].O1CCOCC1>O.[Pd]>[F:12][C:13]1[CH:18]=[C:17]([C:2]2[CH:3]=[CH:4][C:5](=[O:11])[N:6]([CH2:8][CH2:9][OH:10])[CH:7]=2)[CH:16]=[CH:15][CH:14]=1 |f:2.3.4|. Procedure details: 5-Bromo-1-(2-hydroxyethyl)pyridin-2(1H)-one (100.7 mg, 462 μmol), 3-fluorophenylboronic acid (121.5 mg, 868 μmol), palladium fibercat catalyst (4.11%, 14.1 mg), and sodium carbonate (0.48 ml, 2.0 M in water, 960 μmol) were put in a microwave vial, and then 1,4-dioxane (0.69 ml) was added. The microwave vial was sealed and heated in the CEM microwave at 120° C. and 50 Watts for a 5 minute ramp time and then a 20-minute run time. The reaction was then cooled to room temperature, diluted with water... The reactants are F[B-](F)(F)F, CCOC(=O)c1cc2cc(C(=O)O)ccc2[nH]1, CN(C)C=O, CCN(C(C)C)C(C)C, C1CNC(CN2CCCC2)C1, CN(C)C(On1nnc2ccccc21)=[N+](C)C. Yields the product CCOC(=O)c1cc2cc(C(=O)N3CCCC3CN3CCCC3)ccc2[nH]1. Reaction SMILES: [B-:18]([F:19])([F:20])([F:21])[F:22].[CH3:1][CH2:2][O:3][C:4](=[O:5])[c:6]1[nH:7][c:8]2[cH:9][cH:10][c:11]([C:15](=[O:16])[OH:17])[cH:12][c:13]2[cH:14]1.[CH3:60][N:61]([CH3:62])[CH:63]=[O:64].[CH:51]([N:52]([CH2:53][CH3:54])[CH:55]([CH3:56])[CH3:57])([CH3:58])[CH3:59].[NH:40]1[CH:41]([CH2:45][N:46]2[CH2:47][CH2:48][CH2:49][CH2:50]2)[CH2:42][CH2:43][CH2:44]1.[n:23]1([O:24][C:25]([N:26]([CH3:27])[CH3:28])=[N+:29]([CH3:30])[CH3:31])[c:32]2[cH:33][cH:34][cH:35][cH:36][c:37]2[n:38][n:39]1>>[CH3:1][CH2:2][O:3][C:4](=[O:5])[c:6]1[nH:7][c:8]2[cH:9][cH:10][c:11]([C:15](=[O:17])[N:40]3[CH:41]([CH2:45][N:46]4[CH2:47][CH2:48][CH2:49][CH2:50]4)[CH2:42][CH2:43][CH2:44]3)[cH:12][c:13]2[cH:14]1. Reactants: [C@@H]12CN(C[C@H]2C1)CCCOC1=CC=C(C(=O)N)C=C1 (4-{3-[(1R,5S)-3-Azabicyclo[3.1.0]hex-3-yl]propoxy}benzamide), Cl (HCl). Run in C(C)O (ethanol). Yields the product Cl.[C@@H]12CN(C[C@H]2C1)CCCOC1=CC=C(C(=O)N)C=C1 (4-{3-[(1R,5S)-3-Azabicyclo[3.1.0]hex-3-yl]propoxy}benzamide hydrochloride). As a reaction SMILES: [C@@H:1]12[CH2:6][C@@H:5]1[CH2:4][N:3]([CH2:7][CH2:8][CH2:9][O:10][C:11]1[CH:19]=[CH:18][C:14]([C:15]([NH2:17])=[O:16])=[CH:13][CH:12]=1)[CH2:2]2.[ClH:20]>C(O)C>[ClH:20].[C@@H:5]12[CH2:6][C@@H:1]1[CH2:2][N:3]([CH2:7][CH2:8][CH2:9][O:10][C:11]1[CH:19]=[CH:18][C:14]([C:15]([NH2:17])=[O:16])=[CH:13][CH:12]=1)[CH2:4]2 |f:3.4|. Reported procedure: The product obtained in Step 2 is dissolved in 10 ml of ethanol, to which there are added 2 ml of 2N ethereal HCl solution. The crystallised product is filtered off, rinsed with ethanol and dried in vacuo. Product: FC(C(=O)O)(F)F.O1CCN(CC1)C=1C=2N(N=CC1)C(=C(N2)C#CC2=NC1=CC=CC=C1C=C2)C=2C=CC(=NC2)NCC(=O)O (2-(5-(8-morpholino-2-(2-(quinolin-2-yl)ethynyl)imidazo[1,2-b]pyridazin-3-yl)pyridin-2-ylamino)acetic acid trifluoroacetic acid salt). RXN SMILES: C(OC([N:8]([C:17]1[CH:22]=[CH:21][C:20]([C:23]2[N:27]3[N:28]=[CH:29][CH:30]=[C:31]([N:32]4[CH2:37][CH2:36][O:35][CH2:34][CH2:33]4)[C:26]3=[N:25][C:24]=2[C:38]#[C:39][C:40]2[CH:49]=[CH:48][C:47]3[C:42](=[CH:43][CH:44]=[CH:45][CH:46]=3)[N:41]=2)=[CH:19][N:18]=1)[CH2:9][C:10]([O:12]C(C)(C)C)=[O:11])=O)(C)(C)C.[C:50]([OH:56])([C:52]([F:55])([F:54])[F:53])=[O:51].C(Cl)Cl>CCOCC>[F:53][C:52]([F:55])([F:54])[C:50]([OH:56])=[O:51].[O:35]1[CH2:36][CH2:37][N:32]([C:31]2[C:26]3[N:27]([C:23]([C:20]4[CH:21]=[CH:22][C:17]([NH:8][CH2:9][C:10]([OH:12])=[O:11])=[N:18][CH:19]=4)=[C:24]([C:38]#[C:39][C:40]4[CH:49]=[CH:48][C:47]5[C:42](=[CH:43][CH:44]=[CH:45][CH:46]=5)[N:41]=4)[N:25]=3)[N:28]=[CH:29][CH:30]=2)[CH2:33][CH2:34]1 |f:1.2,4.5|. Starting materials: C(C)(C)(C)OC(=O)N(CC(=O)OC(C)(C)C)C1=NC=C(C=C1)C1=C(N=C2N1N=CC=C2N2CCOCC2)C#CC2=NC1=CC=CC=C1C=C2 (tert-Butyl 2-(tert-butoxycarbonyl(5-(8-morpholino-2-(quinolin-2-ylethynyl)imidazo[1,2-b]pyridazin-3-yl)pyridin-2-yl)amino)acetate), C(=O)(C(F)(F)F)O.C(Cl)Cl (TFA DCM). Reported procedure: Compound 38b (0.40 g, 0.57 mmol) was treated with TFA:DCM (1:4 v/v, 15 mL) dropwise with stirring at 0° C. The resulting mixture was stirred for 30 min at rt and concentrated under reduced pressure. The residue obtained was treated with 10 mL of Et2O. The solids formed were collected by filtration and washed with Et2O (2×30 mL) to obtain the title compound 24 as an orange solid. 1H-NMR (300 MHz, DMSO-d6+D2O) δ (ppm): 8.64 (s, 1H), 8.42 (d, J=8.4 Hz, 1H), 8.35 (d, J=9.3 Hz, 1H), 8.21 (d, J=5.4 Hz... Solvent: CCOCC (Et2O). Reaction conditions: temperature 0 celsius. Starting materials: COc1ccc(C[Mg+])cc1OC, [Cl-], COC(=O)c1cc2c([nH]1)CCC2=O. The product is COC(=O)c1cc2c([nH]1)CCC2Cc1ccc(OC)c(OC)c1. RXN SMILES: [CH3:15][O:16][c:17]1[cH:18][c:19]([CH2:20][Mg+:21])[cH:22][cH:23][c:24]1[O:25][CH3:26].[Cl-:14].[O:1]=[C:2]1[CH2:3][CH2:4][c:5]2[nH:6][c:7]([C:10](=[O:11])[O:12][CH3:13])[cH:8][c:9]21>>[CH:2]1([CH2:20][c:19]2[cH:18][c:17]([O:16][CH3:15])[c:24]([O:25][CH3:26])[cH:23][cH:22]2)[CH2:3][CH2:4][c:5]2[nH:6][c:7]([C:10](=[O:11])[O:12][CH3:13])[cH:8][c:9]21.